From a dataset of the Open Reaction Database (ORD), a public repository of structured organic reaction records. describe an organic reaction: reactants, conditions, products, and yield Reactants: CC(=O)O, COc1ccc(C)cc1C(=O)CCC(=O)O, O=S(=O)(O)O. Product: COc1ccc(C)cc1CCCC(=O)O. As a reaction SMILES: [C:22]([OH:23])(=[O:24])[CH3:25].[O:1]=[C:2]([CH2:3][CH2:4][C:5](=[O:6])[OH:7])[c:8]1[c:9]([O:15][CH3:16])[cH:10][cH:11][c:12]([CH3:14])[cH:13]1.[S:17](=[O:18])(=[O:19])([OH:20])[OH:21]>>[CH2:2]([CH2:3][CH2:4][C:5](=[O:6])[OH:7])[c:8]1[c:9]([O:15][CH3:16])[cH:10][cH:11][c:12]([CH3:14])[cH:13]1. Starting materials: C(#N)CCNC([C@H](C(C)(C)C)NC(=O)N1N=C(C2=C1CCOC2)C2=CC(=C(C=C2)F)F)=O ((S)-N-(1-(2-cyanoethylamino)-3,3-dimethyl-1-oxobutan-2-yl)-3-(3,4-difluorophenyl)-6,7-dihydropyrano[4,3-c]pyrazole-1(4H)-carboxamide), NC1=NNC(=C1)C (3-amino-5-methylpyrazole). Product: FC=1C=C(C=CC1F)C=1C2=C(N(N1)C(=O)N[C@H](C(=O)NC1=NNC(=C1)C)C(C)(C)C)CCOC2 ((S)-3-(3,4-difluorophenyl)-N-(3,3-dimethyl-1-(5-methyl-1H-pyrazol-3-ylamino)-1-oxobutan-2-yl)-6,7-dihydropyrano[4,3-c]pyrazole-1(4H)-carboxamide). RXN SMILES: C(CCN[C:6](=[O:32])[C@@H:7]([NH:12][C:13]([N:15]1[C:19]2[CH2:20][CH2:21][O:22][CH2:23][C:18]=2[C:17]([C:24]2[CH:29]=[CH:28][C:27]([F:30])=[C:26]([F:31])[CH:25]=2)=[N:16]1)=[O:14])[C:8]([CH3:11])([CH3:10])[CH3:9])#N.[NH2:33][C:34]1[CH:38]=[C:37]([CH3:39])[NH:36][N:35]=1>>[F:31][C:26]1[CH:25]=[C:24]([C:17]2[C:18]3[CH2:23][O:22][CH2:21][CH2:20][C:19]=3[N:15]([C:13]([NH:12][C@@H:7]([C:8]([CH3:9])([CH3:10])[CH3:11])[C:6]([NH:33][C:34]3[CH:38]=[C:37]([CH3:39])[NH:36][N:35]=3)=[O:32])=[O:14])[N:16]=2)[CH:29]=[CH:28][C:27]=1[F:30]. Procedure: Compound 105 was prepared by the procedure described for the synthesis of compound 104 by replacing 2-cyanoethylamine with 3-amino-5-methylpyrazole. LCMS (+ESI) m/z=473.3 [M+H]+. 1H NMR (CDCl3) δ 8.15 (d, J=9.8 Hz, 1H), 7.50-7.56 (m, 1H), 7.28-7.30 (m, 1H), 7.22-7.27 (m, 1H), 5.84 (d, J=9.9 Hz, 1H), 5.48 (s, 2H), 4.82 (s, 2H), 3.93 (t, J=5.6 Hz, 2H), 3.18 (t, J=4.8 Hz, 2H), 2.17 (s, 3H), 1.11 (s, 9H). The reactants are CC(=O)C1=C(C=CC(=C1)OCC(F)(F)F)OCC(F)(F)F (2,5-bis(2,2,2-trifluoroethoxy)acetophenone), C1(=CC(=CC=C1)C=O)C (m-tolualdehyde). The product is FC(COC1=C(C=C(C=C1)OCC(F)(F)F)C(C=CC1=CC(=CC=C1)C)=O)(F)F (1-[2,5-Bis(2,2,2-trifluoroethoxy)phenyl]-3-(3-methylphenyl)-2-propen-1-one), solid. Yield: 29.0%. Reaction SMILES: [CH3:1][C:2]([C:4]1[CH:9]=[C:8]([O:10][CH2:11][C:12]([F:15])([F:14])[F:13])[CH:7]=[CH:6][C:5]=1[O:16][CH2:17][C:18]([F:21])([F:20])[F:19])=[O:3].[C:22]1([CH3:30])[CH:27]=[CH:26][CH:25]=[C:24]([CH:28]=O)[CH:23]=1>>[F:21][C:18]([F:19])([F:20])[CH2:17][O:16][C:5]1[CH:6]=[CH:7][C:8]([O:10][CH2:11][C:12]([F:13])([F:14])[F:15])=[CH:9][C:4]=1[C:2](=[O:3])[CH:1]=[CH:30][C:22]1[CH:27]=[CH:26][CH:25]=[C:24]([CH3:28])[CH:23]=1. Procedure details: The title compound was prepared from a mixture of 2,5-bis(2,2,2-trifluoroethoxy)acetophenone (200 mg, 0.633 mmol) and m-tolualdehyde (75 ul, 0.633 mmol) similar to Example 6 and isolated as a pale yellow solid (76.2 mg, 29%). 1H NMR (CDCl3): 7.66 (d, J=15.9 Hz, 1H), 7.44 (d, J=15.6 Hz, 1H), 7.42-7.38 (m, 2H), 7.31-7.20 (m, 3H), 7.10 (dd, J=3.2, 8.9 Hz, 1H), 6.93 (d, J=9.0 Hz, 1H), 4.43-4.32 (m, 4H), 2.37 (s, 3H). The reactants are BrCC=1N(C(C2=CC=C(C=C2C1C1=CC=CC=C1)OC)=O)C (3-(bromomethyl)-6-methoxy-2-methyl-4-phenylisoquinolin-1(2H)-one), OCCS (2-hydroxyethanethiol), C([O-])([O-])=O.[Cs+].[Cs+] (cesium carbonate). The solvent is CN(C=O)C (dimethylformamide). Reaction conditions: time 1 hour. Yields the product OCCSCC=1N(C(C2=CC=C(C=C2C1C1=CC=CC=C1)OC)=O)C (3-{[(2-Hydroxyethyl)thio]methyl}-6-methoxy-2-methyl-4-phenylisoquinolin-1(2H)-one). Reaction SMILES: Br[CH2:2][C:3]1[N:4]([CH3:22])[C:5](=[O:21])[C:6]2[C:11]([C:12]=1[C:13]1[CH:18]=[CH:17][CH:16]=[CH:15][CH:14]=1)=[CH:10][C:9]([O:19][CH3:20])=[CH:8][CH:7]=2.[OH:23][CH2:24][CH2:25][SH:26].C(=O)([O-])[O-].[Cs+].[Cs+]>CN(C)C=O>[OH:23][CH2:24][CH2:25][S:26][CH2:2][C:3]1[N:4]([CH3:22])[C:5](=[O:21])[C:6]2[C:11]([C:12]=1[C:13]1[CH:18]=[CH:17][CH:16]=[CH:15][CH:14]=1)=[CH:10][C:9]([O:19][CH3:20])=[CH:8][CH:7]=2 |f:2.3.4|. Reported procedure: To a solution of 3-(bromomethyl)-6-methoxy-2-methyl-4-phenylisoquinolin-1(2H)-one (125 mg, 0.349 mmol) in 5 mL of dimethylformamide was added 2-hydroxyethanethiol (0.027 mL, 0.38 mmol) and cesium carbonate (227 mg, 0.698 mmol). After one hour, the reaction mixture was partitioned between EtOAc and water, and the organic layer was washed with brine, dried over Na2SO4, filtered, and concentrated in vacuo. The crude residue was purified by recrystallization from EtOAc/hexane to provide the titled p... Starting materials: ClC=1C2=C(N=CN1)C(=C(N2)C)C(=O)OCC (ethyl 4-chloro-6-methyl-5H-pyrrolo[3,2-d]pyrimidine-7-carboxylate), C1(CC1)COC1=C(C=CC(=C1)F)B1OC(C(O1)(C)C)(C)C (2-(2-cyclopropylmethoxy-4-fluoro-phenyl)-4,4,5,5-tetramethyl-[1,3,2]dioxaborolane). Product: C1(CC1)COC1=C(C=CC(=C1)F)C=1C2=C(N=CN1)C(=C(N2)C)C(=O)OCC (Ethyl 4-(2-cyclopropylmethoxy-4-fluoro-phenyl)-6-methyl-5H-pyrrolo[3,2-d]pyrimidine-7-carboxylate). RXN SMILES: Cl[C:2]1[C:3]2[NH:10][C:9]([CH3:11])=[C:8]([C:12]([O:14][CH2:15][CH3:16])=[O:13])[C:4]=2[N:5]=[CH:6][N:7]=1.[CH:17]1([CH2:20][O:21][C:22]2[CH:27]=[C:26]([F:28])[CH:25]=[CH:24][C:23]=2B2OC(C)(C)C(C)(C)O2)[CH2:19][CH2:18]1>>[CH:17]1([CH2:20][O:21][C:22]2[CH:27]=[C:26]([F:28])[CH:25]=[CH:24][C:23]=2[C:2]2[C:3]3[NH:10][C:9]([CH3:11])=[C:8]([C:12]([O:14][CH2:15][CH3:16])=[O:13])[C:4]=3[N:5]=[CH:6][N:7]=2)[CH2:18][CH2:19]1. Procedure: Starting from ethyl 4-chloro-6-methyl-5H-pyrrolo[3,2-d]pyrimidine-7-carboxylate (example A4) and 2-(2-cyclopropylmethoxy-4-fluoro-phenyl)-4,4,5,5-tetramethyl-[1,3,2]dioxaborolane (example B.c3) the title compound is obtained as off-white solid. Starting materials: [BH4-], CO, CCOCC, O=C1CCc2cc(Cl)ccc21, [Na+]. Product: OC1CCc2cc(Cl)ccc21. As a reaction SMILES: [BH4-:12].[CH3:14][OH:15].[CH3:16][CH2:17][O:18][CH2:19][CH3:20].[Cl:1][c:2]1[cH:3][c:4]2[c:8]([cH:9][cH:10]1)[C:7](=[O:11])[CH2:6][CH2:5]2.[Na+:13]>>[Cl:1][c:2]1[cH:3][c:4]2[c:8]([cH:9][cH:10]1)[CH:7]([OH:11])[CH2:6][CH2:5]2.